From a dataset of the Open Reaction Database (ORD), a public repository of structured organic reaction records. describe an organic reaction: reactants, conditions, products, and yield Product: O=C(CBr)c1cccc2sccc12. Reactants: Brc1cccc2sccc12, C=COCCCC, [Pd], CC(=O)c1cccc2sccc12. Reaction SMILES: [Br:13][c:14]1[c:15]2[cH:16][cH:17][s:18][c:19]2[cH:20][cH:21][cH:22]1.[CH:23]([O:24][CH2:25][CH2:26][CH2:27][CH3:28])=[CH2:29].[Pd:30].[s:1]1[c:2]2[c:3]([cH:4][cH:5]1)[c:6]([C:10]([CH3:11])=[O:12])[cH:7][cH:8][cH:9]2>>[s:1]1[c:2]2[c:3]([cH:4][cH:5]1)[c:6]([C:10]([CH2:11][Br:13])=[O:12])[cH:7][cH:8][cH:9]2. Starting materials: CN(N=O)C(N)=O, COCCOC, O=[N+]([O-])c1ccc([O-])cc1, [Na+]. Yields the product COc1ccc([N+](=O)[O-])cc1. RXN SMILES: [CH3:12][N:13]([N:14]=[O:15])[C:16]([NH2:17])=[O:18].[CH3:19][O:20][CH2:21][CH2:22][O:23][CH3:24].[N+:1](=[O:2])([O-:3])[c:4]1[cH:5][cH:6][c:7]([O-:10])[cH:8][cH:9]1.[Na+:11]>>[N+:1](=[O:2])([O-:3])[c:4]1[cH:5][cH:6][c:7]([O:10][CH3:12])[cH:8][cH:9]1.